This data is from the Open Reaction Database (ORD), a public repository of structured organic reaction records. The task is: describe an organic reaction: reactants, conditions, products, and yield Starting materials: [H-].[Na+] (sodium hydride), CC=1C=CC(=NC1)CSC1=NC=2C(N1)=CSC2 (2-(5-methyl-2-picolylmercapto)-1H-thieno[3,4-d]imidazole), C(OCC1=CC=C(C=C1)OC)(OC1=CC=CC=C1)=O (4-methoxybenzyl phenyl carbonate). Run in CN(C)C=O (DMF). Reaction conditions: time 1 hour. Product: COC1=CC=C(COC(=O)N2C(=NC=3C2=CSC3)SCC3=NC=C(C=C3)C)C=C1 (1-(4-Methoxybenzyloxycarbonyl)-2-(5-methyl-2-picolylmercapto)-1H-thieno[3,4-d]imidazole). RXN SMILES: [CH3:1][C:2]1[CH:3]=[CH:4][C:5]([CH2:8][S:9][C:10]2[NH:14][C:13]3=[CH:15][S:16][CH:17]=[C:12]3[N:11]=2)=[N:6][CH:7]=1.[H-].[Na+].[C:20](=O)([O:31]C1C=CC=CC=1)[O:21][CH2:22][C:23]1[CH:28]=[CH:27][C:26]([O:29][CH3:30])=[CH:25][CH:24]=1>CN(C=O)C>[CH3:30][O:29][C:26]1[CH:27]=[CH:28][C:23]([CH2:22][O:21][C:20]([N:11]2[C:12]3=[CH:17][S:16][CH:15]=[C:13]3[N:14]=[C:10]2[S:9][CH2:8][C:5]2[CH:4]=[CH:3][C:2]([CH3:1])=[CH:7][N:6]=2)=[O:31])=[CH:24][CH:25]=1 |f:1.2|. Procedure: To 1.3 g (5 mmol) of 2-(5-methyl-2-picolylmercapto)-1H-thieno[3,4-d]imidazole dissolved in 15 ml of anhydrous DMF were added, under nitrogen, 275 mg (6 mmol) of sodium hydride. After the mixture had been heated at 40°-50° C. for 10 min, at room temperature 1.92 g (7.5 mmol) of 4-methoxybenzyl phenyl carbonate (prepared from 4-methoxybenzyl alcohol and phenyl chloroformate) were added, and the mixture was heated at 30°-40° C. for 10 minutes and stirred at room temperature for 1 hour. The solvent ... RXN SMILES: [Cl:1][S:2]([OH:5])(=O)=[O:3].[C:6]([N:9]1[CH2:14][CH2:13][CH:12]([CH2:15][C:16]2[CH:21]=[CH:20][CH:19]=[CH:18][CH:17]=2)[CH2:11][CH2:10]1)(=[O:8])[CH3:7].O>ClCCl>[C:6]([N:9]1[CH2:10][CH2:11][CH:12]([CH2:15][C:16]2[CH:17]=[CH:18][C:19]([S:2]([Cl:1])(=[O:5])=[O:3])=[CH:20][CH:21]=2)[CH2:13][CH2:14]1)(=[O:8])[CH3:7]. The solvent is ClCCl (dichloromethane). Procedure details: To chlorosulfonic acid (92 mL), a solution of 1-acetyl-4-benzylpiperidine (60.00 g) in dichloromethane (100 mL) was dropwise added for an hour at 0° C. under stirring, and the mixture was stirred at 0° C. for 30 minutes and at room temperature for 1.5 hours. The reaction mixture was poured into ice-cooled water (1 L) and extracted with dichloromethane (500 mL, 250 mL). The organic phase was washed with an aqueous solution of 5% sodium carbonate (500 mL×2) and saturated brine (250 mL). The organi... The product is C(C)(=O)N1CCC(CC1)CC1=CC=C(C=C1)S(=O)(=O)Cl (4-[(1-Acetyl-4-piperidinyl)methyl]benzenesulfonyl chloride). The reactants are ClS(=O)(=O)O (chlorosulfonic acid), C(C)(=O)N1CCC(CC1)CC1=CC=CC=C1 (1-acetyl-4-benzylpiperidine), O (water). Reactants: NC1=C(C(=NN1C1=C(C=C(C=C1Cl)C(F)(F)F)Cl)C=NO)S(=O)C (5-amino-1-[2,6-dichloro-4-(trifluoromethyl)phenyl]-4-methylsulfinyl-1H-pyrazole-3-carboxaldehyde oxime), CN=C=O (methyl isocyanate). Reagents/catalysts: C(C)(=O)[O-].C(C)(=O)[O-].C(CCC)[Sn+2]CCCC (dibutyltin diacetate). Run in ClCCl (dichloromethane). The product is CNC(=O)ON=CC1=NN(C(=C1S(=O)C)N)C1=C(C=C(C=C1Cl)C(F)(F)F)Cl (5-amino-1-[2,6-dichloro-4-(trifluoromethyl)phenyl]-4-methylsulfinyl-1H-pyrazole-3-carboxaldehyde O-(N-methylcarbamoyl)oxime). Isolated yield 71.2%. As a reaction SMILES: [NH2:1][C:2]1[N:6]([C:7]2[C:12]([Cl:13])=[CH:11][C:10]([C:14]([F:17])([F:16])[F:15])=[CH:9][C:8]=2[Cl:18])[N:5]=[C:4]([CH:19]=[N:20][OH:21])[C:3]=1[S:22]([CH3:24])=[O:23].[CH3:25][N:26]=[C:27]=[O:28]>C([O-])(=O)C.C([O-])(=O)C.C([Sn+2]CCCC)CCC.ClCCl>[CH3:25][NH:26][C:27]([O:21][N:20]=[CH:19][C:4]1[C:3]([S:22]([CH3:24])=[O:23])=[C:2]([NH2:1])[N:6]([C:7]2[C:12]([Cl:13])=[CH:11][C:10]([C:14]([F:17])([F:16])[F:15])=[CH:9][C:8]=2[Cl:18])[N:5]=1)=[O:28] |f:2.3.4|. Reported procedure: A mixture of 5-amino-1-[2,6-dichloro-4-(trifluoromethyl)phenyl]-4-methylsulfinyl-1H-pyrazole-3-carboxaldehyde oxime (1.5 g), methyl isocyanate (0.705 g), and dibutyltin diacetate (2 drops) was stirred in dichloromethane at 20° C. in a sealed bottle for 2 days. The mixture was partitioned between water and dichloromethane, the organic layer dried (Na2SO4) and evaporated and the residue crystallized from ethyl acetate/hexane to give 5-amino-1-[2,6-dichloro-4-(trifluoromethyl)phenyl]-4-methylsulfin... Starting materials: Cl.C1(=CC=CC=C1)C(CNC1=C2N=CNC2=NC(=N1)CNS(=O)(=O)CC(C)C)C1=CC=CC=C1 (N-({6-[(2,2-diphenylethyl)amino]-9H-purin-2-yl}methyl)-2-methyl-1-propanesulphonamide hydrochloride), C(C)(=O)O[C@@H]1[C@H](O[C@H]([C@@H]1OC(C)=O)OC(C)=O)C1=NOC(=N1)CC ((2R,3R,4R,5S)-4,5-bis(acetoxy)-2-(5-ethyl-1,2,4-oxadiazol-3-yl)tetrahydro-3-furanyl acetate). Yields the product C(C)(=O)O[C@H]1[C@@H](O[C@@H]([C@H]1OC(C)=O)C1=NOC(=N1)CC)N1C2=NC(=NC(=C2N=C1)NCC(C1=CC=CC=C1)C1=CC=CC=C1)CNS(=O)(=O)CC(C)C ((2R,3R,4R,5R)-4-(Acetyloxy)-2-(6-[(2,2-diphenylethyl)amino]-2-{[(isobutylsulphonyl)amino]methyl}9H-purin-9-yl)-5-(5-ethyl-1,2,4-oxadiazol-3-yl)tetrahydro-3-furanyl acetate). Reaction SMILES: Cl.[C:2]1([CH:8]([C:29]2[CH:34]=[CH:33][CH:32]=[CH:31][CH:30]=2)[CH2:9][NH:10][C:11]2[N:19]=[C:18]([CH2:20][NH:21][S:22]([CH2:25][CH:26]([CH3:28])[CH3:27])(=[O:24])=[O:23])[N:17]=[C:16]3[C:12]=2[N:13]=[CH:14][NH:15]3)[CH:7]=[CH:6][CH:5]=[CH:4][CH:3]=1.[C:35]([O:38][C@H:39]1[C@@H:43]([O:44][C:45](=[O:47])[CH3:46])[C@H:42](OC(=O)C)[O:41][C@@H:40]1[C:52]1[N:56]=[C:55]([CH2:57][CH3:58])[O:54][N:53]=1)(=[O:37])[CH3:36]>>[C:45]([O:44][C@@H:43]1[C@H:39]([O:38][C:35](=[O:37])[CH3:36])[C@@H:40]([C:52]2[N:56]=[C:55]([CH2:57][CH3:58])[O:54][N:53]=2)[O:41][C@H:42]1[N:15]1[CH:14]=[N:13][C:12]2[C:16]1=[N:17][C:18]([CH2:20][NH:21][S:22]([CH2:25][CH:26]([CH3:28])[CH3:27])(=[O:23])=[O:24])=[N:19][C:11]=2[NH:10][CH2:9][CH:8]([C:2]1[CH:3]=[CH:4][CH:5]=[CH:6][CH:7]=1)[C:29]1[CH:30]=[CH:31][CH:32]=[CH:33][CH:34]=1)(=[O:47])[CH3:46] |f:0.1|. Reported procedure: Prepared by the same method as Preparation 26 from N-({6-[(2,2-diphenylethyl)amino]-9H-purin-2-yl}methyl)-2-methyl-1-propanesulphonamide hydrochloride (Preparation 8) and (2R,3R,4R,5S)-4,5-bis(acetoxy)-2-(5-ethyl-1,2,4-oxadiazol-3-yl)tetrahydro-3-furanyl acetate (Preparation 38).